This data is from the Open Reaction Database (ORD), a public repository of structured organic reaction records. The task is: describe an organic reaction: reactants, conditions, products, and yield Starting materials: COC=1C=C(C=CC1OC)CCN (3,4-dimethoxyphenylethylamine), FC1=CC=C(C=C1)CC(=O)O (4-fluorophenyl-acetic acid). Product: COC=1C=C(C=CC1OC)CCNC(CC1=CC=C(C=C1)F)=O (N-[2-(3,4-Dimethoxy-phenyl)-ethyl]-4-fluorophenyl-acetamide). As a reaction SMILES: [CH3:1][O:2][C:3]1[CH:4]=[C:5]([CH2:11][CH2:12][NH2:13])[CH:6]=[CH:7][C:8]=1[O:9][CH3:10].[F:14][C:15]1[CH:20]=[CH:19][C:18]([CH2:21][C:22](O)=[O:23])=[CH:17][CH:16]=1>>[CH3:1][O:2][C:3]1[CH:4]=[C:5]([CH2:11][CH2:12][NH:13][C:22](=[O:23])[CH2:21][C:18]2[CH:19]=[CH:20][C:15]([F:14])=[CH:16][CH:17]=2)[CH:6]=[CH:7][C:8]=1[O:9][CH3:10]. Reported procedure: prepared by reaction of 3,4-dimethoxyphenylethylamine and 4-fluorophenyl-acetic acid. Reactants: [H][H] (hydrogen), [H][H] (hydrogen), [H][H] (hydrogen), N1=CC=C(C=C1)C1=CC=NC=C1 (4,4′-bipyridine), CO (MeOH). The reagents and catalysts are [Pt]=O (platinum oxide), [Pt]=O (platinum oxide), [Pt]=O (platinum oxide). Run in Cl (hydrochloric acid). Conditions: time 3 hour. Yields the product N1CCC(CC1)C1=CC=NC=C1 (4-piperidin-4-yl pyridine). The yield is 7.5%. RXN SMILES: [N:1]1[CH:6]=[CH:5][C:4]([C:7]2[CH:12]=[CH:11][N:10]=[CH:9][CH:8]=2)=[CH:3][CH:2]=1.[H][H].CO>Cl.[Pt]=O>[NH:10]1[CH2:11][CH2:12][CH:7]([C:4]2[CH:3]=[CH:2][N:1]=[CH:6][CH:5]=2)[CH2:8][CH2:9]1. Reported procedure: To a solution of 5.00 g of 4,4′-bipyridine in 1 mol/L hydrochloric acid (32 ml) was added 299 mg of platinum oxide, and the reaction mixture was stirred under the conditions of 3.0 atm hydrogen and at 70° C. external temperature. After 3 hours, the solution was under ordinary temperature and ordinary pressure, then, 201 mg of platinum oxide was further added and the reaction was carried out under the conditions of 3.0 atm hydrogen and at 70° C. external temperature. After 4.5 hours, the solution... Starting materials: C1=CC=CC=2C3=CC=CC=C3C(C12)COC(=O)N[C@@H](CC(C)C)C(=O)O (N-(9-Fluorenylmethoxycarbonyl)-L-leucine), C(C)OC(CNCC1=CC=CC=C1)=O (N-(benzyl)glycine ethyl ester). The product is C(C)OC(CN(CC1=CC=CC=C1)C([C@@H](NC(=O)OCC1C2=CC=CC=C2C=2C=CC=CC12)CC(C)C)=O)=O (N-(9-fluorenylmethoxycarbonyl)-L-leucyl-N-(benzyl)glycine ethyl ester). As a reaction SMILES: [CH:1]1[C:13]2[CH:12]([CH2:14][O:15][C:16]([NH:18][C@H:19]([C:24](O)=[O:25])[CH2:20][CH:21]([CH3:23])[CH3:22])=[O:17])[C:11]3[C:6](=[CH:7][CH:8]=[CH:9][CH:10]=3)[C:5]=2[CH:4]=[CH:3][CH:2]=1.[CH2:27]([O:29][C:30](=[O:40])[CH2:31][NH:32][CH2:33][C:34]1[CH:39]=[CH:38][CH:37]=[CH:36][CH:35]=1)[CH3:28]>>[CH2:27]([O:29][C:30](=[O:40])[CH2:31][N:32]([C:24](=[O:25])[C@H:19]([CH2:20][CH:21]([CH3:22])[CH3:23])[NH:18][C:16]([O:15][CH2:14][CH:12]1[C:11]2[CH:10]=[CH:9][CH:8]=[CH:7][C:6]=2[C:5]2[C:13]1=[CH:1][CH:2]=[CH:3][CH:4]=2)=[O:17])[CH2:33][C:34]1[CH:39]=[CH:38][CH:37]=[CH:36][CH:35]=1)[CH3:28]. Reported procedure: N-(9-Fluorenylmethoxycarbonyl)-L-leucine (1.31 g) and N-(benzyl)glycine ethyl ester (738 mg) were reacted in the same manner as in Preparation Example 52 to obtain the title compound.